The task is: describe an organic reaction: reactants, conditions, products, and yield. This data is from the Open Reaction Database (ORD), a public repository of structured organic reaction records. Starting materials: CC(C)O, CCCc1nc2c(C(F)(F)F)cccc2c(O)c1C(=O)OCC. Product: CCCc1nc2c(C(F)(F)F)cccc2c(O)c1C(=O)O. Reaction SMILES: [CH:24]([OH:25])([CH3:26])[CH3:27].[OH:1][c:2]1[c:3]([C:19](=[O:20])[O:21][CH2:22][CH3:23])[c:4]([CH2:16][CH2:17][CH3:18])[n:5][c:6]2[c:7]([C:12]([F:13])([F:14])[F:15])[cH:8][cH:9][cH:10][c:11]12>>[OH:1][c:2]1[c:3]([C:19](=[O:20])[OH:21])[c:4]([CH2:16][CH2:17][CH3:18])[n:5][c:6]2[c:7]([C:12]([F:13])([F:14])[F:15])[cH:8][cH:9][cH:10][c:11]12. The reactants are C(C)(C)OC=1C=C2C(N(C(C2=CC1[N+](=O)[O-])=O)C1CCNCC1)=O (5-isopropoxy-6-nitro-2-piperidin-4-yl-isoindole-1,3-dione), C(#N)[BH3-].[Na+] (sodium cyanoborohydride), CO (methanol), C=O (formaldehyde). The reagents and catalysts are CC(=O)O (AcOH). Solvent: C1CCOC1 (THF). Run at time 1 hour. The product is C(C)(C)OC=1C=C2C(C(C(C2=CC1[N+](=O)[O-])=O)C1CCN(CC1)C)=O (5-isopropoxy-2-(1-methyl-piperidin-4-yl)-6-nitro-indan-1,3-dione). As a reaction SMILES: [CH:1]([O:4][C:5]1[CH:6]=[C:7]2[C:11](=[CH:12][C:13]=1[N+:14]([O-:16])=[O:15])[C:10](=[O:17])N(C1CCNCC1)[C:8]2=[O:24])([CH3:3])[CH3:2].CO.C=O.[C:29]([BH3-])#[N:30].[Na+]>C1COCC1.CC(O)=O>[CH:1]([O:4][C:5]1[CH:6]=[C:7]2[C:11](=[CH:12][C:13]=1[N+:14]([O-:16])=[O:15])[C:10](=[O:17])[CH:8]([CH:7]1[CH2:11][CH2:10][N:30]([CH3:29])[CH2:5][CH2:6]1)[C:8]2=[O:24])([CH3:2])[CH3:3] |f:3.4|. Reported procedure: To a solution of the 5-isopropoxy-6-nitro-2-piperidin-4-yl-isoindole-1,3-dione generated in the previous step in THF (5 mL) and methanol (5 mL) are added formaldehyde (30 uL, 0.4 mmol) and 2 drops of AcOH sequentially. The reaction mixture is stirred at room temperature for 1 h, then sodium cyanoborohydride (50.4 mg, 0.8 mmol) is added in one portion and the resulting mixture is stirred for an additional 30 min. The reaction is quenched by the addition of saturated aqueous NH4Cl followed by conc... The reactants are CC(Nc1nc2c(I)c[nH]c(=O)c2c2cc(Br)ccc12)C(C)(C)C, C1CCOC1, CC(C)[Mg+], O=CC1CC1, [Cl-], Cl[Mg]c1ccccc1. The product is CC(Nc1nc2c(C(O)C3CC3)c[nH]c(=O)c2c2cc(Br)ccc12)C(C)(C)C. RXN SMILES: [Br:1][c:2]1[cH:3][c:4]2[c:5]([c:6]([NH:16][CH:17]([C:18]([CH3:19])([CH3:20])[CH3:21])[CH3:22])[n:7][c:8]3[c:9]([I:15])[cH:10][nH:11][c:12](=[O:14])[c:13]23)[cH:23][cH:24]1.[CH2:43]1[O:44][CH2:45][CH2:46][CH2:47]1.[CH:34]([Mg+:35])([CH3:36])[CH3:37].[CH:38]1([CH:41]=[O:42])[CH2:39][CH2:40]1.[Cl-:33].[Cl:25][Mg:26][c:27]1[cH:28][cH:29][cH:30][cH:31][cH:32]1>>[Br:1][c:2]1[cH:3][c:4]2[c:5]([c:6]([NH:16][CH:17]([C:18]([CH3:19])([CH3:20])[CH3:21])[CH3:22])[n:7][c:8]3[c:9]([CH:41]([CH:38]4[CH2:39][CH2:40]4)[OH:42])[cH:10][nH:11][c:12](=[O:14])[c:13]23)[cH:23][cH:24]1. The reactants are CCOC(=O)C1=CC(OC(CC)CC)C(N)C(N=[N+]=[N-])C1, CC(=O)OC(C)=O, CCOC(C)=O, [Na+], O=C([O-])O. Product: CCOC(=O)C1=CC(OC(CC)CC)C(NC(C)=O)C(N=[N+]=[N-])C1. Reaction SMILES: [CH2:1]([CH3:2])[O:3][C:4](=[O:5])[C:6]1=[CH:7][CH:8]([O:16][CH:17]([CH2:18][CH3:19])[CH2:20][CH3:21])[CH:9]([NH2:15])[CH:10]([N:12]=[N+:13]=[N-:14])[CH2:11]1.[CH3:27][C:28](=[O:29])[O:30][C:31](=[O:32])[CH3:33].[CH3:34][CH2:35][O:36][C:37]([CH3:38])=[O:39].[Na+:26].[O-:22][C:23]([OH:24])=[O:25]>>[CH2:1]([CH3:2])[O:3][C:4](=[O:5])[C:6]1=[CH:7][CH:8]([O:16][CH:17]([CH2:18][CH3:19])[CH2:20][CH3:21])[CH:9]([NH:15][C:28]([CH3:27])=[O:29])[CH:10]([N:12]=[N+:13]=[N-:14])[CH2:11]1. Reactants: N[C@@H](C)C(=O)N1[C@H](C(=O)O)C[C@@H](C1)C1=CC=CC=C1 (1-(L-alanyl)-4-(R)-phenyl-L-proline), O=C(C(=O)OCC)CCC1=CC=CC=C1 (ethyl 2-oxo-4-phenylbutyrate), C1(=CC=CC=C1)[C@H]1C[C@H](NC1)C(=O)O (cis-4-phenyl-L-proline), N[C@@H](C)C(=O)N1[C@H](C(=O)O)C[C@@H](C1)CC1=CC=CC=C1 (1-(L-Alanyl)-4-(S)-(phenylmethyl)-L-proline). Reagents/catalysts: [Pd] (palladium on carbon). Solvent: C(C)O (ethanol). The product is C(C)OC(=O)[C@H](CCC1=CC=CC=C1)N[C@@H](C)C(=O)N1[C@H](C(=O)O)C[C@@H](C1)C1=CC=CC=C1 (1-[N-(1-(S)-ethoxycarbonyl-3-phenylpropyl)-L-alanyl]-4-(R)-phenyl-L-proline). RXN SMILES: [NH2:1][C@H:2]([C:4]([N:6]1[CH2:13][C@@H:12]([C:14]2[CH:19]=[CH:18][CH:17]=[CH:16][CH:15]=2)[CH2:11][C@H:7]1[C:8]([OH:10])=[O:9])=[O:5])[CH3:3].C1([C@@H]2CN[C@H](C(O)=O)C2)C=CC=CC=1.N[C@H](C(N1C[C@@H](CC2C=CC=CC=2)C[C@H]1C(O)=O)=O)C.O=[C:55]([CH2:61][CH2:62][C:63]1[CH:68]=[CH:67][CH:66]=[CH:65][CH:64]=1)[C:56]([O:58][CH2:59][CH3:60])=[O:57]>[Pd].C(O)C>[CH2:59]([O:58][C:56]([C@@H:55]([NH:1][C@H:2]([C:4]([N:6]1[CH2:13][C@@H:12]([C:14]2[CH:19]=[CH:18][CH:17]=[CH:16][CH:15]=2)[CH2:11][C@H:7]1[C:8]([OH:10])=[O:9])=[O:5])[CH3:3])[CH2:61][CH2:62][C:63]1[CH:64]=[CH:65][CH:66]=[CH:67][CH:68]=1)=[O:57])[CH3:60]. Reported procedure: A mixture of 0.85 grams of 1-(L-alanyl)-4-(R)-phenyl-L-proline [prepared by employing cis-4-phenyl-L-proline in the procedure of Example 2(a) to (d)], 0.2 grams of ethyl 2-oxo-4-phenylbutyrate and 1.5 grams of molecular sieves in 10 ml. of ethanol is hydrogenated under 40 psi with 1 gram of 10% palladium on carbon as the catalyst. The mixture is filtered when the uptake of hydrogen has ceased, and the filtrate is concentrated. The crude product is absorbed on an ion exchange resin (Dowex 50, H+)... Reactants: S(=O)([O-])S(=O)[O-].[Na+].[Na+] (sodium hydrosulfite), C(O)([O-])=O.[Na+] (sodium hydrogencarbonate), BrC1=CC(=C(N(C(C2=CC=CC=C2)=O)C)C=C1)[N+](=O)[O-] (4′-bromo-N-methyl-2′-nitrobenzanilide), CO (methanol). The solvent is O (water), C(C)(=O)OCC (ethyl acetate), O (water), O1CCCC1 (tetrahydrofuran). Product: BrC1=CC(=C(N(C(C2=CC=CC=C2)=O)C)C=C1)N (4′-bromo-N-methyl-2′-aminobenzanilide). The yield is 91.3%. RXN SMILES: [Br:1][C:2]1[CH:17]=[CH:16][C:5]([N:6]([CH3:15])[C:7](=[O:14])[C:8]2[CH:13]=[CH:12][CH:11]=[CH:10][CH:9]=2)=[C:4]([N+:18]([O-])=O)[CH:3]=1.S(S([O-])=O)([O-])=O.[Na+].[Na+].CO.C(=O)([O-])O.[Na+]>O1CCCC1.O.C(OCC)(=O)C>[Br:1][C:2]1[CH:17]=[CH:16][C:5]([N:6]([CH3:15])[C:7](=[O:14])[C:8]2[CH:13]=[CH:12][CH:11]=[CH:10][CH:9]=2)=[C:4]([NH2:18])[CH:3]=1 |f:1.2.3,5.6|. Reported procedure: 9.5 g (28 mmol) of 4′-bromo-N-methyl-2′-nitrobenzanilide was dissolved in 100 mL of tetrahydrofuran. A solution of 25 g (142 mmol) of sodium hydrosulfite in 90 mL of water was added to the solution while stirring the solution at room temperature in an argon atmosphere. After the addition of 10 mL of methanol, the mixture was stirred for 3 hours. After the addition of 100 mL of ethyl acetate, a solution of 12 g (142 mmol) of sodium hydrogencarbonate in 125 mL of water was added to the mixture. Af... Starting materials: [Al+3], CC(=O)Cl, COC(=O)CCCOc1ccc2ccc(O)cc2c1, [Cl-], [Cl-], [Cl-], CC(Cl)Cl. Product: COC(=O)CCCOc1ccc2ccc(O)c(C(C)=O)c2c1. RXN SMILES: [Al+3:6].[CH3:1][C:2]([Cl:3])=[O:4].[CH3:9][O:10][C:11]([CH2:12][CH2:13][CH2:14][O:15][c:16]1[cH:17][c:18]2[cH:19][c:20]([OH:26])[cH:21][cH:22][c:23]2[cH:24][cH:25]1)=[O:27].[Cl-:5].[Cl-:7].[Cl-:8].[Cl:28][CH:29]([Cl:30])[CH3:31]>>[CH3:1][C:2](=[O:4])[c:19]1[c:18]2[cH:17][c:16]([O:15][CH2:14][CH2:13][CH2:12][C:11]([O:10][CH3:9])=[O:27])[cH:25][cH:24][c:23]2[cH:22][cH:21][c:20]1[OH:26].